Dataset: the Open Reaction Database (ORD), a public repository of structured organic reaction records. Task: describe an organic reaction: reactants, conditions, products, and yield The reactants are C=Cc1ccc(Br)cn1, CC(=O)O, CO, CNC. As a reaction SMILES: [Br:6][c:7]1[cH:8][cH:9][c:10]([CH:13]=[CH2:14])[n:11][cH:12]1.[CH3:15][C:16](=[O:17])[OH:18].[CH3:1][OH:2].[CH3:3][NH:4][CH3:5]>>[CH3:3][N:4]([CH3:5])[CH2:14][CH2:13][c:10]1[cH:9][cH:8][c:7]([Br:6])[cH:12][n:11]1. Product: CN(C)CCc1ccc(Br)cn1.